The task is: describe an organic reaction: reactants, conditions, products, and yield. This data is from the Open Reaction Database (ORD), a public repository of structured organic reaction records. The reactants are C(C)(C)(C)OC(NC(CC1=CNC2=C(C=CC=C12)CS(=O)(=O)C(F)(F)F)(C)C)=O ([1,1-dimethyl-2-(7-trifluoromethanesulfonylmethyl-1H-indol-3-yl)-ethyl]-carbamic acid tert-butyl ester), C(=C)S(=O)(=O)C (methyl vinyl sulfone), Amine. Yields the product C(C)(C)(C)OC(NC(CC1=CNC2=C(C=CC=C12)C=CS(=O)(=O)C)(C)C)=O ({2-[7-(2-Methanesulfonyl-vinyl)-1H-indol-3-yl)-1,1-dimethyl-ethyl}-carbamic acid tert-butyl ester). As a reaction SMILES: [C:1]([O:5][C:6](=[O:29])[NH:7][C:8]([CH3:28])([CH3:27])[CH2:9][C:10]1[C:18]2[C:13](=[C:14](CS(C(F)(F)F)(=O)=O)[CH:15]=[CH:16][CH:17]=2)[NH:12][CH:11]=1)([CH3:4])([CH3:3])[CH3:2].[CH:30]([S:32]([CH3:35])(=[O:34])=[O:33])=[CH2:31]>>[C:1]([O:5][C:6](=[O:29])[NH:7][C:8]([CH3:27])([CH3:28])[CH2:9][C:10]1[C:18]2[C:13](=[C:14]([CH:31]=[CH:30][S:32]([CH3:35])(=[O:34])=[O:33])[CH:15]=[CH:16][CH:17]=2)[NH:12][CH:11]=1)([CH3:2])([CH3:4])[CH3:3]. Procedure: {2-[7-(2-Methanesulfonyl-vinyl)-1H-indol-3-yl)-1,1-dimethyl-ethyl}-carbamic acid tert-butyl ester is prepared from [1,1-dimethyl-2-(7-trifluoromethanesulfonylmethyl-1H-indol-3-yl)-ethyl]-carbamic acid tert-butyl ester and methyl vinyl sulfone as described for the preparation of Amine 23 (98%). FDMS m/e=392.2 (M++1). Starting materials: CC(C)(C)C=1C=CC(=CC1)C(=O)CCCN2CCC(CC2)OC(C=3C=CC=CC3)C=4C=CC=CC4 (ebastine), CC(C)(C)C=1C=CC(=CC1)C(=O)CCCN2CCC(CC2)OC(C=3C=CC=CC3)C=4C=CC=CC4 (ebastine), solution, CC(C)(C=1C=CC(=CC1)C(=O)CCCN2CCC(CC2)OC(C=3C=CC=CC3)C=4C=CC=CC4)C(=O)O (carebastine), CC(C)(C=1C=CC(=CC1)C(=O)CCCN2CCC(CC2)OC(C=3C=CC=CC3)C=4C=CC=CC4)C(=O)O (carebastine). Solvent: CS(=O)C (DMSO), CS(=O)C (DMSO), CS(=O)C (DMSO). Product: CC(C)(C)C=1C=CC(=CC1)C(CCCN2CCC(CC2)C(C=3C=CC=CC3)(C=4C=CC=CC4)O)O (terfenadine). RXN SMILES: [CH3:1][C:2]([C:5]1[CH:6]=[CH:7][C:8]([C:11]([CH2:13][CH2:14][CH2:15][N:16]2[CH2:21][CH2:20][CH:19](OC(C3C=CC=CC=3)C3C=CC=CC=3)[CH2:18][CH2:17]2)=[O:12])=[CH:9][CH:10]=1)([CH3:4])[CH3:3].CC(C(O)=O)(C1C=CC(C(CCCN2CCC([O:56][CH:57]([C:64]3[CH:65]=[CH:66][CH:67]=[CH:68][CH:69]=3)[C:58]3[CH:59]=[CH:60][CH:61]=[CH:62][CH:63]=3)CC2)=O)=CC=1)C>CS(C)=O>[CH3:4][C:2]([C:5]1[CH:6]=[CH:7][C:8]([CH:11]([OH:12])[CH2:13][CH2:14][CH2:15][N:16]2[CH2:21][CH2:20][CH:19]([C:57]([OH:56])([C:64]3[CH:65]=[CH:66][CH:67]=[CH:68][CH:69]=3)[C:58]3[CH:63]=[CH:62][CH:61]=[CH:60][CH:59]=3)[CH2:18][CH2:17]2)=[CH:9][CH:10]=1)([CH3:1])[CH3:3]. Procedure details: To prepare the 10 mM stock solution of PS1, 1 mg of PS1 having a molecular weight of 618.8 was added to 162 μl of DMSO. For preparing the 50 mM stock solution of ebastine, 10 mg of ebastine having a molecular weight of 469.66 was added to 426 μl of DMSO. In preparing the 25 mM solution of carebastine, 1 mg of carebastine having a molecular weight of 499.65 was added to 80μ of DMSO. To obtain the 50 mM terfenadine stock solution 1.5 mg of terfenadine having a molecular weight of 471.7 was added t... The reactants are CCOC(=O)C(C)c1ccc(-n2cc(Cl)cn2)c(Cl)c1, ClCCl, NN, CN(C)C=O, O. Yields the product CC(C(=O)NN)c1ccc(-n2cc(Cl)cn2)c(Cl)c1. Reaction SMILES: [CH2:1]([O:3][C:4](=[O:2])[CH:5]([CH3:6])[c:7]1[cH:8][c:9]([Cl:19])[c:10](-[n:13]2[n:14][cH:15][c:16]([Cl:18])[cH:17]2)[cH:11][cH:12]1)[CH3:20].[CH2:24]([Cl:25])[Cl:26].[NH2:22][NH2:23].[O:27]=[CH:28][N:29]([CH3:30])[CH3:31].[OH2:21]>>[O:3]=[C:4]([CH:5]([CH3:6])[c:7]1[cH:8][c:9]([Cl:19])[c:10](-[n:13]2[n:14][cH:15][c:16]([Cl:18])[cH:17]2)[cH:11][cH:12]1)[NH:22][NH2:23]. Reactants: C(C)(=O)N(CC(=O)O)CC(=O)O (N-acetyliminodiacetic acid), O (water). The solvent is C(C)(=O)O (acetic acid). Run at temperature 195 celsius. Product: C(=O)(O)CN1C(CN(C(C1)=O)CC(=O)O)=O (1,4-di(carboxymethyl)-2,5-diketopiperazine). Reaction SMILES: [C:1]([N:4]([CH2:9][C:10]([OH:12])=O)[CH2:5][C:6]([OH:8])=[O:7])(=[O:3])[CH3:2].[OH2:13]>C(O)(=O)C>[C:6]([CH2:5][N:4]1[CH2:2][C:1](=[O:3])[N:4]([CH2:5][C:6]([OH:8])=[O:7])[CH2:9][C:10]1=[O:12])([OH:7])=[O:13]. Reported procedure: N-acetyliminodiacetic acid (XVI) monohydrate (45 g) and varying amounts of water and acetic acid were heated at 175° C. or 195° C. for various periods of time. After cooling to room temperature, the mixture was filtered. The solid was washed with water (10 mL) and dried to give 1,4-di(carboxymethyl)-2,5-diketopiperazine. The table below shows the yields of solid under various conditions.